This data is from the Open Reaction Database (ORD), a public repository of structured organic reaction records. The task is: describe an organic reaction: reactants, conditions, products, and yield Reaction SMILES: [CH:1]([C:4]1[CH:5]=[C:6]([CH:9]=[C:10]([CH:14]([CH3:16])[CH3:15])[C:11]=1[O:12][CH3:13])[CH:7]=O)([CH3:3])[CH3:2].[CH3:17][O:18][C:19]([C:21]1[CH:22]=[C:23]2[C:27](=[CH:28][CH:29]=1)[NH:26][C:25](=[O:30])[CH2:24]2)=[O:20]>>[CH3:17][O:18][C:19]([C:21]1[CH:22]=[C:23]2[C:27](=[CH:28][CH:29]=1)[NH:26][C:25](=[O:30])[C:24]2=[CH:7][C:6]1[CH:5]=[C:4]([CH:1]([CH3:3])[CH3:2])[C:11]([O:12][CH3:13])=[C:10]([CH:14]([CH3:16])[CH3:15])[CH:9]=1)=[O:20]. Reactants: C(C)(C)C=1C=C(C=O)C=C(C1OC)C(C)C (3,5-Diisopropyl-4-methoxybenzaldehyde), COC(=O)C=1C=C2CC(NC2=CC1)=O (5-methoxycarbonyl-2-oxindole). Yields the product COC(=O)C=1C=C2C(C(NC2=CC1)=O)=CC1=CC(=C(C(=C1)C(C)C)OC)C(C)C (3-(3,5-Diisopropyl-4-methoxybenzylidene)-2-oxo-2,3-dihydro-1H-indole-5-carboxylic acid methyl ester). Procedure: 3,5-Diisopropyl-4-methoxybenzaldehyde was condensed with 5-methoxycarbonyl-2-oxindole to give 0.25 g of 3-(3,5-Diisopropyl-4-methoxybenzylidene)-2-oxo-2,3-dihydro-1H-indole-5-carboxylic acid methyl ester as a yellow-orange solid. The reactants are O.C1(=CC=C(C=C1)S(=O)(=O)O)C (p-toluenesulfonic acid monohydrate), C(CCCCCCCCCCC)(=O)O (lauric acid), CC(C)(CO)C=O (hydroxypivaldehyde), C1(=CC=CC=C1)C (toluene). Solvent: O (water). Yields the product C(CCCCCCCCCCC)(=O)OCC(C=O)(C)C (2,2-Dimethyl-3-oxopropyl Laurate). RXN SMILES: [C:1]([OH:14])(=[O:13])[CH2:2][CH2:3][CH2:4][CH2:5][CH2:6][CH2:7][CH2:8][CH2:9][CH2:10][CH2:11][CH3:12].[CH3:15][C:16]([CH:20]=O)([CH2:18][OH:19])[CH3:17].C1(C)C=CC=CC=1.O.C1(C)C=CC(S(O)(=O)=O)=CC=1>O>[C:1]([O:14][CH2:15][C:16]([CH3:20])([CH3:17])[CH:18]=[O:19])(=[O:13])[CH2:2][CH2:3][CH2:4][CH2:5][CH2:6][CH2:7][CH2:8][CH2:9][CH2:10][CH2:11][CH3:12] |f:3.4|. Reported procedure: To a hot (80° C.) solution of lauric acid (70 g., 0.35 mole), and hydroxypivaldehyde (30.6 g., 0.3 mole) in 120 g. of toluene was added 1.75 g. of p-toluenesulfonic acid monohydrate (0.009 mole). The mixture was then heated at total reflux for 1.5 hrs. and water generated in the reaction mixture was removed by azeotropic distillation. The reaction mixture was cooled, washed with saturated aqueous sodium bicarbonate and brine, then dried over magnesium sulfate, filtered, and evaporated in vacuo. ... Reactants: C(CCCCCCCCC=C)O (10-undecene-1-ol), C1(=CC=C(C=C1)S(=O)(=O)Cl)C (p-toluenesulfonyl chloride), Cl (hydrochloric acid). The solvent is N1=CC=CC=C1 (pyridine). Reaction conditions: temperature 0 celsius, time 10 minute. Product: C1(=CC=C(C=C1)S(=O)(=O)OCCCCCCCCCC=C)C (10-undecenyl p-toluenesulfonate). Yield: 95.9%. As a reaction SMILES: [CH2:1]([OH:12])[CH2:2][CH2:3][CH2:4][CH2:5][CH2:6][CH2:7][CH2:8][CH2:9][CH:10]=[CH2:11].[C:13]1([CH3:23])[CH:18]=[CH:17][C:16]([S:19](Cl)(=[O:21])=[O:20])=[CH:15][CH:14]=1.Cl>N1C=CC=CC=1>[C:13]1([CH3:23])[CH:18]=[CH:17][C:16]([S:19]([O:12][CH2:1][CH2:2][CH2:3][CH2:4][CH2:5][CH2:6][CH2:7][CH2:8][CH2:9][CH:10]=[CH2:11])(=[O:21])=[O:20])=[CH:15][CH:14]=1. Procedure: 4.32 g (54.0 mM) of dry pyridine was added to 3.40 g (20.0 mM) of 10-undecene-1-ol, followed by stirring for 10 minutes at 0° C. Into the solution was added 3.80 g (20.0 mM) of p-toluenesulfonyl chloride, followed by stirring for 4 hours at room temperature. After the reaction, 2M-hydrochloric acid was added to acidify the reaction liquid, followed by extraction with ether. Into the extract liquid was added anhydrous sodium sulfate, followed by drying and distilling-off of the ether to obtain 6.... The reactants are TEA, N1(CCCCC1)C(=O)Cl (piperidine-1-carbonyl chloride), FC(C(=O)O)(F)F.ClC=1C=C(C=CC1)S(=O)(=O)N1CCC2(C(NC(=N2)C2CNCCC2)=O)CC1 (8-(3-chloro-benzenesulfonyl)-2-piperidin-3-yl-1,3,8-triaza-spiro[4.5]dec-1-en-4-one trifluoroacetate). Solvent: ClCCl (dichloromethane). Conditions: time 8 hour. The product is ClC=1C=C(C=CC1)S(=O)(=O)N1CCC2(C(NC(=N2)C2CN(CCC2)C(=O)N2CCCCC2)=O)CC1 (8-(3-chloro-benzenesulfonyl)-2-[1-(piperidine-1-carbonyl)-piperidin-3-yl]-1,3,8-triaza-spiro[4.5]dec-1-en-4-one). The yield is 15.1%. As a reaction SMILES: [N:1]1([C:7](Cl)=[O:8])[CH2:6][CH2:5][CH2:4][CH2:3][CH2:2]1.FC(F)(F)C(O)=O.[Cl:17][C:18]1[CH:19]=[C:20]([S:24]([N:27]2[CH2:43][CH2:42][C:30]3([N:34]=[C:33]([CH:35]4[CH2:40][CH2:39][CH2:38][NH:37][CH2:36]4)[NH:32][C:31]3=[O:41])[CH2:29][CH2:28]2)(=[O:26])=[O:25])[CH:21]=[CH:22][CH:23]=1>ClCCl>[Cl:17][C:18]1[CH:19]=[C:20]([S:24]([N:27]2[CH2:43][CH2:42][C:30]3([N:34]=[C:33]([CH:35]4[CH2:40][CH2:39][CH2:38][N:37]([C:7]([N:1]5[CH2:6][CH2:5][CH2:4][CH2:3][CH2:2]5)=[O:8])[CH2:36]4)[NH:32][C:31]3=[O:41])[CH2:29][CH2:28]2)(=[O:26])=[O:25])[CH:21]=[CH:22][CH:23]=1 |f:1.2|. Procedure details: TEA (1.143 mmol, 3 eq) and piperidine-1-carbonyl chloride (0.457 mmol, 1.2 eq) were sequentially added to a mixed solution of 8-(3-chloro-benzenesulfonyl)-2-piperidin-3-yl-1,3,8-triaza-spiro[4.5]dec-1-en-4-one trifluoroacetate (200 mg, 0.38 mmol) in dichloromethane (3 ml). The resulting mixture was stirred at room temperature overnight and then concentrated under reduced pressure. The resulting residue was purified by HPLC to give 8-(3-chloro-benzenesulfonyl)-2-[1-(piperidine-1-carbonyl)-piperid... Starting materials: FC1=CC=C(OCC2CC3N(CCNC3)C2)C=C1 ((7SR,8aSR)-7-(4-fluoro-phenoxy)methyl-1,2,3,4,6,7,8,8a-octahydro-pyrrolo[1,2-a]pyrazine), ClC=1N=NC(=CC1)Cl (3,6-dichloropyridazine), C([O-])([O-])=O.[Na+].[Na+] (sodium carbonate). Run in C(CC(C)C)O (isoamyl alcohol). The product is FC1=CC=C(OC[C@H]2C[C@@H]3N(CCN(C3)C=3N=NC(=CC3)Cl)C2)C=C1 ((7S,8aS)-7-(4-Fluorophenoxy)methyl-2-(6-chloropyridazin-3-yl)-1,2,3,4,6,7,8,8a-octahydro-pyrrolo[1,2-a]pyrazine). The yield is 65.9%. As a reaction SMILES: [F:1][C:2]1[CH:18]=[CH:17][C:5]([O:6][CH2:7][CH:8]2[CH2:16][N:11]3[CH2:12][CH2:13][NH:14][CH2:15][CH:10]3[CH2:9]2)=[CH:4][CH:3]=1.[Cl:19][C:20]1[N:21]=[N:22][C:23](Cl)=[CH:24][CH:25]=1.C(=O)([O-])[O-].[Na+].[Na+]>C(O)CC(C)C>[F:1][C:2]1[CH:3]=[CH:4][C:5]([O:6][CH2:7][C@@H:8]2[CH2:16][N:11]3[CH2:12][CH2:13][N:14]([C:23]4[N:22]=[N:21][C:20]([Cl:19])=[CH:25][CH:24]=4)[CH2:15][C@@H:10]3[CH2:9]2)=[CH:17][CH:18]=1 |f:2.3.4|. Reported procedure: A mixture of 0.500 g (2.00 mmol) of (7SR,8aSR)-7-(4-fluoro-phenoxy)methyl-1,2,3,4,6,7,8,8a-octahydro-pyrrolo[1,2-a]pyrazine (Preparation 3), 1.49 g (10.0 mmol) of 3,6-dichloropyridazine, and 0.508 g (4.79 mmol) of sodium carbonate in 50 mL of isoamyl alcohol was heated to reflux for 48 h. The reaction was cooled to ambient temperature, the solvent removed in vacuo, the residue taken up in ethyl acetate and water, the pH was adjusted to 11 with sodium carbonate and the layers were separated. The ... Starting materials: [BH4-], CCCCCC(CC(=O)Nc1cc(C(N)=O)ccc1C(C)(C)C)c1ccc(C(=O)CCC)cc1OC, CC(C)=O, CCO, [Na+]. The product is CCCCCC(CC(=O)Nc1cc(C(N)=O)ccc1C(C)(C)C)c1ccc(C(O)CCC)cc1OC. Reaction SMILES: [BH4-:1].[C:3]([CH3:4])([CH3:5])([CH3:6])[c:7]1[c:8]([NH:16][C:17]([CH2:18][CH:19]([CH2:20][CH2:21][CH2:22][CH2:23][CH3:24])[c:25]2[c:26]([O:36][CH3:37])[cH:27][c:28]([C:31]([CH2:32][CH2:33][CH3:34])=[O:35])[cH:29][cH:30]2)=[O:38])[cH:9][c:10]([C:13]([NH2:14])=[O:15])[cH:11][cH:12]1.[CH3:39][C:40](=[O:41])[CH3:42].[CH3:43][CH2:44][OH:45].[Na+:2]>>[C:3]([CH3:4])([CH3:5])([CH3:6])[c:7]1[c:8]([NH:16][C:17]([CH2:18][CH:19]([CH2:20][CH2:21][CH2:22][CH2:23][CH3:24])[c:25]2[c:26]([O:36][CH3:37])[cH:27][c:28]([CH:31]([CH2:32][CH2:33][CH3:34])[OH:35])[cH:29][cH:30]2)=[O:38])[cH:9][c:10]([C:13]([NH2:14])=[O:15])[cH:11][cH:12]1. Reactants: CCN(CC)c1ccc(C(C)(C(=O)O)c2ccc(N(CC)CC)cc2)cc1, [Cl-], Cl, [Na+], [OH-]. The product is C=C(c1ccc(N(CC)CC)cc1)c1ccc(N(CC)CC)cc1. As a reaction SMILES: [CH2:2]([CH3:3])[N:4]([c:5]1[cH:6][cH:7][c:8]([C:11]([C:12]([OH:14])=[O:15])([CH3:13])[c:16]2[cH:17][cH:18][c:19]([N:22]([CH2:23][CH3:24])[CH2:25][CH3:26])[cH:20][cH:21]2)[cH:9][cH:10]1)[CH2:27][CH3:28].[Cl-:29].[ClH:1].[Na+:31].[OH-:30]>>[CH2:2]([CH3:3])[N:4]([c:5]1[cH:6][cH:7][c:8]([C:11](=[CH2:12])[c:16]2[cH:17][cH:18][c:19]([N:22]([CH2:23][CH3:24])[CH2:25][CH3:26])[cH:20][cH:21]2)[cH:9][cH:10]1)[CH2:27][CH3:28].